This data is from the Open Reaction Database (ORD), a public repository of structured organic reaction records. The task is: describe an organic reaction: reactants, conditions, products, and yield Reactants: COC(C(CO)(C)C)=O (2,2-dimethyl-3-hydroxypropionic acid methyl ester), ClC(=O)[O-].[NH+]1=CC=CC=C1 (pyridinium chloroformate). Solvent: C(Cl)Cl (CH2Cl2), C(Cl)Cl (CH2Cl2). Conditions: time 8 hour. The product is COC(C(C=O)(C)C)=O (2,2-dimethyl-3-oxo-propionic acid methyl ester). Yield: 56.7%. RXN SMILES: [CH3:1][O:2][C:3](=[O:9])[C:4]([CH3:8])([CH3:7])[CH2:5][OH:6].ClC([O-])=O.[NH+]1C=CC=CC=1>C(Cl)Cl>[CH3:1][O:2][C:3](=[O:9])[C:4]([CH3:8])([CH3:7])[CH:5]=[O:6] |f:1.2|. Reported procedure: To a solution of 2,2-dimethyl-3-oxo-propionic acid methyl ester (WHSS0374-001) (0.90 g; 5.44 mmol) in 1,2-dichloroethane (20 mL) was added 2-[4-(2,6-dichloro-benzyloxy)-phenyl]-morpholine (0.91 g, 2.7 mmol) and NaBH(OAc)3 (1.62 g; 7.62 mmol). The resulting mixture was stirred overnight at RT, and subsequently treated with 5% aqueous NaHCO3 (10 mL) and extracted with CH2Cl2 (3×30 ml). The combined organic layers were dried (Na2SO4), filtered and concentrated in vacuo. The residue was purified by ... The reactants are ClC(Cl)Cl, CCCC(=O)C=[N+]=[N-], Cc1ccccc1S(=O)(=O)O. Product: CCCC(=O)COS(=O)(=O)c1ccccc1C. RXN SMILES: [CH:20]([Cl:21])([Cl:22])[Cl:23].[N+:1](=[N-:2])=[CH:3][C:4]([CH2:5][CH2:6][CH3:7])=[O:8].[c:9]1([CH3:19])[c:10]([S:15](=[O:16])(=[O:17])[OH:18])[cH:11][cH:12][cH:13][cH:14]1>>[CH2:3]([C:4]([CH2:5][CH2:6][CH3:7])=[O:8])[O:18][S:15]([c:10]1[c:9]([CH3:19])[cH:14][cH:13][cH:12][cH:11]1)(=[O:16])=[O:17]. The reactants are O=C1CC(N2N1CCCC2C(=O)OC(C)(C)C)=O (tert.butyl hexahydro-1,3-dioxo-1H-pyrazolo[1,2-a]pyridazine-5-carboxyate), [H-].[Na+] (sodium hydride), ( D ), C(C)(=O)SCCBr (S-bromoethyl thioacetate). Solvent: CN(C=O)C (dimethylformamide), CN(C=O)C (dimethyformamide). Yields the product C(C)(=O)SCC1(C(N2N(CCCC2C(=O)OC(C)(C)C)C1=O)=O)CSC(C)=O (tert.butyl 2,2- bis(acetylthiomethyl)-hexahydro-1,3-dioxo-1H-pyrazolo[1,2-a]pyridazine-5-carboxylate). Isolated yield 7.0%. RXN SMILES: [O:1]=[C:2]1[N:6]2[CH2:7][CH2:8][CH2:9][CH:10]([C:11]([O:13][C:14]([CH3:17])([CH3:16])[CH3:15])=[O:12])[N:5]2[C:4](=[O:18])[CH2:3]1.[H-].[Na+].[C:21]([S:24][CH2:25]CBr)(=[O:23])[CH3:22]>CN(C)C=O>[C:21]([S:24][CH2:25][C:3]1([CH2:25][S:24][C:21](=[O:23])[CH3:22])[C:2](=[O:1])[N:6]2[CH2:7][CH2:8][CH2:9][CH:10]([C:11]([O:13][C:14]([CH3:15])([CH3:17])[CH3:16])=[O:12])[N:5]2[C:4]1=[O:18])(=[O:23])[CH3:22] |f:1.2|. Procedure: (c) A solution of 1.27 g of tert.butyl hexahydro-1,3-dioxo-1H-pyrazolo[1,2-a]pyridazine-5-carboxyate in 10 ml of dimethylformamide was added to a suspension of 0.4 g of sodium hydride in dimethyformamide. The mixture was stirred at room temperature until the evolution of gas had ceased. 1.86 g of S-bromoethyl thioacetate were added and the mixture was heated at 75° C. for 5 hours. Working-up in the same manner as described in paragraph (D) (a) earlier gave 0.15 g (7%) of tert.butyl 2,2- bis(acet... The reactants are FC1=CC=C(C=C1)C=1NC(=CC1C1=CC=NC=C1)C1CCN(CC1)C(=O)OCC1=CC=CC=C1 (2-(4-fluorophenyl)-5-(1-benzyloxycarbonylpiperidin-4-yl)-3-(4-pyridinyl)pyrrole), C(C)(=O)O (acetic acid). Reagents/catalysts: [Pd] (Pd/C). Yields the product C(C)(=O)O.FC1=CC=C(C=C1)C=1NC(=CC1C1=CC=NC=C1)C1CCNCC1 (2-(4-fluorophenyl)-5-(piperidin-4-yl)-3-(4-pyridinyl)pyrrole acetate salt). As a reaction SMILES: [F:1][C:2]1[CH:7]=[CH:6][C:5]([C:8]2[NH:9][C:10]([CH:19]3[CH2:24][CH2:23][N:22](C(OCC4C=CC=CC=4)=O)[CH2:21][CH2:20]3)=[CH:11][C:12]=2[C:13]2[CH:18]=[CH:17][N:16]=[CH:15][CH:14]=2)=[CH:4][CH:3]=1.[C:35]([OH:38])(=[O:37])[CH3:36]>[Pd]>[C:35]([OH:38])(=[O:37])[CH3:36].[F:1][C:2]1[CH:7]=[CH:6][C:5]([C:8]2[NH:9][C:10]([CH:19]3[CH2:24][CH2:23][NH:22][CH2:21][CH2:20]3)=[CH:11][C:12]=2[C:13]2[CH:18]=[CH:17][N:16]=[CH:15][CH:14]=2)=[CH:4][CH:3]=1 |f:3.4|. Reported procedure: The product of Step 3 (183 mg) was dissolved in 5 ml of acetic acid. The solution was hydrogenated over 25 hours at atmospheric pressure in the presence of 10 mg of 10% Pd/C. The mixture was filtered and the filtrate was concentrated in vacuo to give the product. FAB ms: C20H20N3F:321; Observed: 322 (M++1). Starting materials: resultant mixture, C(C)(C)N(C(C)C)CC (N,N-diisopropylethylamine), COC1=CC=C(CN2C(N=C(N=C2C)SC)=O)C=C1 (1-(4-methoxybenzyl)-6-methyl-4-(methylthio)-1,3,5-triazin-2(1H)-one), FC(C(=O)O)(F)F (trifluoroacetic acid), FC1=CC=C(C=C1)C=1[C@H](CNCC1)O ((R)-4-(4-fluorophenyl)-1,2,3,6-tetrahydropyridin-3-ol), resultant mixture, resultant mixture. The solvent is C(C)(=O)OCC (ethyl acetate), O (water), O1CCOCC1 (1,4-dioxane). Yields the product FC1=CC=C(C=C1)C1=CCN(C[C@@H]1O)C1=NC(NC(=N1)C)=O ((R)-4-[4-(4-Fluorophenyl)-5-hydroxy-5,6-dihydropyridin-1(2H)-yl]-6-methyl-1,3,5-triazin-2(1H)-one). Isolated yield 93.3%. As a reaction SMILES: COC1C=CC(C[N:8]2[C:13]([CH3:14])=[N:12][C:11](SC)=[N:10][C:9]2=[O:17])=CC=1.FC(F)(F)C(O)=O.[F:27][C:28]1[CH:33]=[CH:32][C:31]([C:34]2[C@@H:35]([OH:40])[CH2:36][NH:37][CH2:38][CH:39]=2)=[CH:30][CH:29]=1.C(N(CC)C(C)C)(C)C>C(OCC)(=O)C.O.O1CCOCC1>[F:27][C:28]1[CH:33]=[CH:32][C:31]([C:34]2[C@@H:35]([OH:40])[CH2:36][N:37]([C:11]3[N:12]=[C:13]([CH3:14])[NH:8][C:9](=[O:17])[N:10]=3)[CH2:38][CH:39]=2)=[CH:30][CH:29]=1. Reported procedure: To 1-(4-methoxybenzyl)-6-methyl-4-(methylthio)-1,3,5-triazin-2(1H)-one (1.39 g, 5.0 mmol) synthesized in Reference Synthesis Example 315, trifluoroacetic acid (10 mL) was added and the resultant mixture was stirred for 1 hour under reflux. After completion of the reaction, the reaction solution was concentrated under reduced pressure and 1,4-dioxane (10 mL), (R)-4-(4-fluorophenyl)-1,2,3,6-tetrahydropyridin-3-ol (966 mg, 5.00 mmol) synthesized in Reference Synthesis Example 133, and N,N-diisoprop... The reactants are NC1=CC=C(C(=O)OCC)C=C1 (ethyl p-aminobenzoate), N1=CC=CC=C1 (pyridine), FC(C(=O)N(CCCCCCCCCCCCCCCC)C1=CC=C(C(=O)Cl)C=C1)(F)F (p-(2,2,2-trifluoro-N-hexadecylacetamido)benzoyl chloride). Solvent: ClCCl (dichloromethane), ClCCl (dichloromethane), ClCCl (dichloromethane). The product is FC(C(=O)N(CCCCCCCCCCCCCCCC)C1=CC=C(C(=O)NC2=CC=C(C(=O)OCC)C=C2)C=C1)(F)F (ethyl 4-[p-(2,2,2-trifluoro-N-hexadecylacetamido)benzamido]benzoate). As a reaction SMILES: [NH2:1][C:2]1[CH:12]=[CH:11][C:5]([C:6]([O:8][CH2:9][CH3:10])=[O:7])=[CH:4][CH:3]=1.N1C=CC=CC=1.[F:19][C:20]([F:50])([F:49])[C:21]([N:23]([C:40]1[CH:48]=[CH:47][C:43]([C:44](Cl)=[O:45])=[CH:42][CH:41]=1)[CH2:24][CH2:25][CH2:26][CH2:27][CH2:28][CH2:29][CH2:30][CH2:31][CH2:32][CH2:33][CH2:34][CH2:35][CH2:36][CH2:37][CH2:38][CH3:39])=[O:22]>ClCCl>[F:19][C:20]([F:49])([F:50])[C:21]([N:23]([C:40]1[CH:48]=[CH:47][C:43]([C:44]([NH:1][C:2]2[CH:3]=[CH:4][C:5]([C:6]([O:8][CH2:9][CH3:10])=[O:7])=[CH:11][CH:12]=2)=[O:45])=[CH:42][CH:41]=1)[CH2:24][CH2:25][CH2:26][CH2:27][CH2:28][CH2:29][CH2:30][CH2:31][CH2:32][CH2:33][CH2:34][CH2:35][CH2:36][CH2:37][CH2:38][CH3:39])=[O:22]. Procedure: To a stirred solution of 1.65 g. of ethyl p-aminobenzoate and 1.6 ml. of pyridine in 5 ml. of dichloromethane at 0° C. is added a solution of 4.75 g. of p-(2,2,2-trifluoro-N-hexadecylacetamido)benzoyl chloride in 10 ml. of dichloromethane. After 20 hours at ambient temperature the solution is diluted with dichloromethane and washed with water and sodium bicarbonate solution. The residue obtained on evaporation of solvent is recrystallized from hexane-ether to give a white, crystalline solid, m.p... Starting materials: CS(=O)(=O)Cl, COc1ccc(S(=O)(=O)N2C(=O)C(N)(c3ccccc3Cl)c3cc(Cl)ccc32)c(OC)c1, c1ccncc1. The product is COc1ccc(S(=O)(=O)N2C(=O)C(NS(C)(=O)=O)(c3ccccc3Cl)c3cc(Cl)ccc32)c(OC)c1. As a reaction SMILES: [CH3:33][S:34]([Cl:35])(=[O:36])=[O:37].[NH2:1][C:2]1([c:26]2[c:27]([Cl:32])[cH:28][cH:29][cH:30][cH:31]2)[C:3](=[O:25])[N:4]([S:12](=[O:13])(=[O:14])[c:15]2[c:16]([O:23][CH3:24])[cH:17][c:18]([O:21][CH3:22])[cH:19][cH:20]2)[c:5]2[cH:6][cH:7][c:8]([Cl:11])[cH:9][c:10]21.[cH:38]1[cH:39][cH:40][n:41][cH:42][cH:43]1>>[NH:1]([C:2]1([c:26]2[c:27]([Cl:32])[cH:28][cH:29][cH:30][cH:31]2)[C:3](=[O:25])[N:4]([S:12](=[O:13])(=[O:14])[c:15]2[c:16]([O:23][CH3:24])[cH:17][c:18]([O:21][CH3:22])[cH:19][cH:20]2)[c:5]2[cH:6][cH:7][c:8]([Cl:11])[cH:9][c:10]21)[S:34]([CH3:33])(=[O:36])=[O:37]. Starting materials: ClC1=C(OC=2C(=NC(=NC2C)N2CCOCC2)O)C=C(C=C1)OC (5-(2-chloro-5-methoxy-phenoxy)-6-methyl-2-(morpholin-4-yl)-pyrimidin-4-ol), O=P(Cl)(Cl)Cl (POCl3). Run at temperature 120 celsius, time 2 hour. Yields the product ClC1=NC(=NC(=C1OC1=C(C=CC(=C1)OC)Cl)C)N1CCOCC1 (4-[4-chloro-5-(2-chloro-5-methoxy-phenoxy)-6-methyl-pyrimidin-2-yl]-morpholine). As a reaction SMILES: [Cl:1][C:2]1[CH:22]=[CH:21][C:20]([O:23][CH3:24])=[CH:19][C:3]=1[O:4][C:5]1[C:6](O)=[N:7][C:8]([N:12]2[CH2:17][CH2:16][O:15][CH2:14][CH2:13]2)=[N:9][C:10]=1[CH3:11].O=P(Cl)(Cl)[Cl:27]>>[Cl:27][C:6]1[C:5]([O:4][C:3]2[CH:19]=[C:20]([O:23][CH3:24])[CH:21]=[CH:22][C:2]=2[Cl:1])=[C:10]([CH3:11])[N:9]=[C:8]([N:12]2[CH2:17][CH2:16][O:15][CH2:14][CH2:13]2)[N:7]=1. Procedure details: 1.72 g of 5-(2-chloro-5-methoxy-phenoxy)-6-methyl-2-(morpholin-4-yl)-pyrimidin-4-ol were mixed with 3.3 ml of POCl3. The reaction mixture was stirred at 120° C. for 2 hours, thereafter the excess reagent was distilled off. The residue was taken up in chloroform and washed with water, 1N NaOH and water. The organic phase was dried, concentrated and the residue was recrystallized from ether. There were obtained 1.48 g of 4-[4-chloro-5-(2-chloro-5-methoxy-phenoxy)-6-methyl-pyrimidin-2-yl]-morpholin...